Dataset: the Open Reaction Database (ORD), a public repository of structured organic reaction records. Task: describe an organic reaction: reactants, conditions, products, and yield Reactants: ice, ON1N=NC2=C1C=CC=C2 (1-hydroxybenzotriazole), Cl.C(C)N=C=NCCCN(C)C (1-ethyl-3-(3-dimethylaminopropyl)carbodiimide hydrochloride), OC=1C=C(C=C2C=C(NC12)C(=O)O)OC1=CC=C(C=C1)S(=O)(=O)C (7-hydroxy-5-[4-(methylsulfonyl)phenoxy]-1H-indole-2-carboxylic acid), C(C1=CC=CC=C1)SC(CN)C(OC)OC (2-(benzylsulfanyl)-3,3-dimethoxypropan-1-amine). Run in CN(C=O)C (N,N-dimethylformamide). Yields the product C(C1=CC=CC=C1)SC(CNC(=O)C=1NC2=C(C=C(C=C2C1)OC1=CC=C(C=C1)S(=O)(=O)C)O)C(OC)OC (N-[2-(Benzylsulfanyl)-3,3-dimethoxypropyl]-7-hydroxy-5-[4-(methylsulfonyl)phenoxy]-1H-indole-2-carboxamide). The yield is 50.1%. As a reaction SMILES: [OH:1][C:2]1[CH:3]=[C:4]([O:14][C:15]2[CH:20]=[CH:19][C:18]([S:21]([CH3:24])(=[O:23])=[O:22])=[CH:17][CH:16]=2)[CH:5]=[C:6]2[C:10]=1[NH:9][C:8]([C:11](O)=[O:12])=[CH:7]2.[CH2:25]([S:32][CH:33]([CH:36]([O:39][CH3:40])[O:37][CH3:38])[CH2:34][NH2:35])[C:26]1[CH:31]=[CH:30][CH:29]=[CH:28][CH:27]=1.ON1C2C=CC=CC=2N=N1.Cl.C(N=C=NCCCN(C)C)C>CN(C)C=O>[CH2:25]([S:32][CH:33]([CH:36]([O:37][CH3:38])[O:39][CH3:40])[CH2:34][NH:35][C:11]([C:8]1[NH:9][C:10]2[C:6]([CH:7]=1)=[CH:5][C:4]([O:14][C:15]1[CH:16]=[CH:17][C:18]([S:21]([CH3:24])(=[O:22])=[O:23])=[CH:19][CH:20]=1)=[CH:3][C:2]=2[OH:1])=[O:12])[C:26]1[CH:31]=[CH:30][CH:29]=[CH:28][CH:27]=1 |f:3.4|. Procedure details: To an ice-cooled and stirred mixture of 7-hydroxy-5-[4-(methylsulfonyl)phenoxy]-1H-indole-2-carboxylic acid (2.1 g) and 2-(benzylsulfanyl)-3,3-dimethoxypropan-1-amine (2.9 g) in N,N-dimethylformamide (50 mL) were added 1-hydroxybenzotriazole (1.1 g), and 1-ethyl-3-(3-dimethylaminopropyl)carbodiimide hydrochloride (1.6 g). After stirred at 4° C. to room temperature for 15 h, the reaction mixture was concentrated in vacuo and the residue was purified by silica gel chromatography (ethyl acetate:hex... The reactants are N1N=CC2=CC=CC(=C12)C=O (1H-indazole-7-carbaldehyde), C(C)OC(CN)OCC (aminoacetaldehyde diethyl acetal), C(C)(=O)O (acetic acid), C(#N)[BH3-].[Na+] (sodium cyanoborohydride). The solvent is CO (MeOH). Run at time 1 hour. Product: C(C)OC(CNCC=1C=CC=C2C=NNC12)OCC ((2,2-Diethoxy-ethyl)-(1H-indazol-7-ylmethyl)-amine). RXN SMILES: [NH:1]1[C:9]2[C:4](=[CH:5][CH:6]=[CH:7][C:8]=2[CH:10]=O)[CH:3]=[N:2]1.[CH2:12]([O:14][CH:15]([O:18][CH2:19][CH3:20])[CH2:16][NH2:17])[CH3:13].C(O)(=O)C.C([BH3-])#N.[Na+]>CO>[CH2:12]([O:14][CH:15]([O:18][CH2:19][CH3:20])[CH2:16][NH:17][CH2:10][C:8]1[CH:7]=[CH:6][CH:5]=[C:4]2[C:9]=1[NH:1][N:2]=[CH:3]2)[CH3:13] |f:3.4|. Procedure details: To a solution of 1H-indazole-7-carbaldehyde (1.75 g, 12 mmol) in MeOH (50 mL) was added aminoacetaldehyde diethyl acetal (1.74 mL, 12 mmol) and acetic acid (1.03 mL, 18 mmol). The reaction mixture was stirred at room temperature for 1 h. The reaction mixture was added to a stirred solution of sodium cyanoborohydride (816 mg, 13 mmol). The reaction mixture was stirred at room temperature for 12 h. The reaction mixture was concentrated under reduced pressure. Then H2O and ethyl acetate were added ... Starting materials: OC(=S)c1ccccc1, C=CCOC(=O)N1CC(O)CC1Cc1cnn(C)c1, CCOC(=O)N=NC(=O)OCC, C1CCOC1, c1ccc(P(c2ccccc2)c2ccccc2)cc1. The product is C=CCOC(=O)N1CC(SC(=O)c2ccccc2)CC1Cc1cnn(C)c1. As a reaction SMILES: [C:51]([c:52]1[cH:53][cH:54][cH:55][cH:56][cH:57]1)(=[S:58])[OH:59].[CH2:1]([CH:2]=[CH2:3])[O:4][C:5](=[O:6])[N:7]1[CH:8]([CH2:13][c:14]2[cH:15][n:16][n:17]([CH3:19])[cH:18]2)[CH2:9][CH:10]([OH:12])[CH2:11]1.[O:39]=[C:40]([O:41][CH2:42][CH3:43])[N:44]=[N:45][C:46]([O:47][CH2:48][CH3:49])=[O:50].[O:60]1[CH2:61][CH2:62][CH2:63][CH2:64]1.[c:20]1([P:21]([c:22]2[cH:23][cH:24][cH:25][cH:26][cH:27]2)[c:28]2[cH:29][cH:30][cH:31][cH:32][cH:33]2)[cH:34][cH:35][cH:36][cH:37][cH:38]1>>[CH2:1]([CH:2]=[CH2:3])[O:4][C:5](=[O:6])[N:7]1[CH:8]([CH2:13][c:14]2[cH:15][n:16][n:17]([CH3:19])[cH:18]2)[CH2:9][CH:10]([S:58][C:51]([c:52]2[cH:53][cH:54][cH:55][cH:56][cH:57]2)=[O:59])[CH2:11]1. Starting materials: [N+](=O)([O-])C1=C(C=CC=C1Cl)CC(=O)OCC (ethyl 2-(2-nitro-3-chlorophenyl)acetate), ClC1=C(C=CC=C1Cl)O (2,3-dichlorophenol), C([O-])([O-])=O.[K+].[K+] (potassium carbonate), cupric oxide. The product is [N+](=O)([O-])C1=C(C=CC=C1OC1=C(C(=CC=C1)Cl)Cl)CC(=O)O (2-[2-nitro-3-(2,3-dichlorophenoxy)phenyl]acetic acid). The yield is 29.2%. Reaction SMILES: [N+:1]([C:4]1[C:9](Cl)=[CH:8][CH:7]=[CH:6][C:5]=1[CH2:11][C:12]([O:14]CC)=[O:13])([O-:3])=[O:2].[Cl:17][C:18]1[C:23]([Cl:24])=[CH:22][CH:21]=[CH:20][C:19]=1[OH:25].C(=O)([O-])[O-].[K+].[K+]>>[N+:1]([C:4]1[C:9]([O:25][C:19]2[CH:20]=[CH:21][CH:22]=[C:23]([Cl:24])[C:18]=2[Cl:17])=[CH:8][CH:7]=[CH:6][C:5]=1[CH2:11][C:12]([OH:14])=[O:13])([O-:3])=[O:2] |f:2.3.4|. Reported procedure: A mixture of ethyl 2-(2-nitro-3-chlorophenyl)acetate (10 g.), 2,3-dichlorophenol (7.4 g.), anhydrous potassium carbonate (8.5 g.) and cupric oxide (1 g.) was treated in a similar manner to the above to give 2-[2-nitro-3-(2,3-dichlorophenoxy)phenyl]acetic acid (4.1 g.). mp 178° to 183° C. Reported procedure: 5-tridecyloxy-2-(4-pentylphenyl)pyrimidine ##STR11## 5-tridecyloxy-2-(4-heptylphenyl)pyrimidine ##STR12## 5-tridecyloxy-2-(4-decylphenyl)pyrimidine 5-tridecyloxy-2-(4-undecylphenyl)pyrimidine Product: C(CCCCCCCCCCCC)OC=1C=NC(=NC1)C1=CC=C(C=C1)CCCC (5-tridecyloxy-2-(4-butylphenyl)pyrimidine). Reaction SMILES: [CH2:1]([O:14][C:15]1[CH:16]=[N:17][C:18]([C:21]2[CH:26]=[CH:25][C:24]([CH2:27][CH2:28][CH2:29][CH2:30]C)=[CH:23][CH:22]=2)=[N:19][CH:20]=1)[CH2:2][CH2:3][CH2:4][CH2:5][CH2:6][CH2:7][CH2:8][CH2:9][CH2:10][CH2:11][CH2:12][CH3:13].C(OC1C=NC(C2C=CC(CCCCCCCCCCC)=CC=2)=NC=1)CCCCCCCCCCCC.C(OC1C=NC(C2C=CC(CCCCCCCCCC)=CC=2)=NC=1)CCCCCCCCCCCC>>[CH2:1]([O:14][C:15]1[CH:20]=[N:19][C:18]([C:21]2[CH:26]=[CH:25][C:24]([CH2:27][CH2:28][CH2:29][CH3:30])=[CH:23][CH:22]=2)=[N:17][CH:16]=1)[CH2:2][CH2:3][CH2:4][CH2:5][CH2:6][CH2:7][CH2:8][CH2:9][CH2:10][CH2:11][CH2:12][CH3:13] |f:1.2|. The reactants are C(CCCCCCCCCCCC)OC=1C=NC(=NC1)C1=CC=C(C=C1)CCCCC (5-tridecyloxy-2-(4-pentylphenyl)pyrimidine), C(CCCCCCCCCCCC)OC=1C=NC(=NC1)C1=CC=C(C=C1)CCCCCCCCCCC.C(CCCCCCCCCCCC)OC=1C=NC(=NC1)C1=CC=C(C=C1)CCCCCCCCCC (5-tridecyloxy-2-(4-decylphenyl)pyrimidine 5-tridecyloxy-2-(4-undecylphenyl)pyrimidine). Starting materials: [O-]P([O-])(=O)OP(=O)([O-])[O-].C(CCC)[NH+](CCCC)CCCC.C(CCC)[NH+](CCCC)CCCC.C(CCC)[NH+](CCCC)CCCC.C(CCC)[NH+](CCCC)CCCC (Tributylammonium pyrophosphate), COP(=O)(OC)OC (trimethylphosphate), C[C@@]1([C@@H](O[C@@H]([C@H]1O)CO)N1C=C(C2=C1N=CN=C2N)[N+](=O)[O-])O (7-(2′-C-methyl-β-D-ribofuranosyl)-4-amino-5-nitro-pyrrolo[2,3-d]pyrimidine), N1=CC=CC=C1 (pyridine), O(Cl)Cl (oxychloride). Solvent: C1(=CC=CC=C1)C (toluene). Conditions: time 2 hour. Product: C[C@@]1([C@@H](O[C@@H]([C@H]1O)COP(=O)(O)OP(=O)(O)OP(=O)(O)O)N1C=C(C2=C1N=CN=C2N)[N+](=O)[O-])O (7-(2′-C-methyl-5′-triphospho-β-D-ribofuranosyl)-4-amino-5-nitro-pyrrolo[2,3-d]pyrimidine). As a reaction SMILES: [CH3:1][C@@:2]1([OH:23])[C@H:6]([OH:7])[C@@H:5]([CH2:8][OH:9])[O:4][C@H:3]1[N:10]1[C:14]2[N:15]=[CH:16][N:17]=[C:18]([NH2:19])[C:13]=2[C:12]([N+:20]([O-:22])=[O:21])=[CH:11]1.N1C=CC=CC=1.O(Cl)Cl.[O-:33][P:34]([O:37][P:38]([O-:41])([O-:40])=[O:39])(=[O:36])[O-:35].C([NH+](CCCC)CCCC)CCC.C([NH+](CCCC)CCCC)CCC.C([NH+](CCCC)CCCC)CCC.C([NH+](CCCC)CCCC)CCC.C[O:95][P:96](OC)(OC)=[O:97]>C1(C)C=CC=CC=1>[CH3:1][C@@:2]1([OH:23])[C@H:6]([OH:7])[C@@H:5]([CH2:8][O:9][P:96]([O:36][P:34]([O:37][P:38]([OH:41])([OH:40])=[O:39])([OH:35])=[O:33])([OH:97])=[O:95])[O:4][C@H:3]1[N:10]1[C:14]2[N:15]=[CH:16][N:17]=[C:18]([NH2:19])[C:13]=2[C:12]([N+:20]([O-:22])=[O:21])=[CH:11]1 |f:3.4.5.6.7|. Reported procedure: Compound 101 (57 mg, 1.5 mmol)) was dried by co-evaporation with dry pyridine (2×5 mL) and toluene (2×5 mL) and suspended in trimethylphosphate (5 mL). Phosphoro oxychloride (1.2 eq.) was added and reaction mixture kept for 2 h at 5° C. Tributylammonium pyrophosphate (1 mL of 2N solution in DMF) was added and the mixture was left overnight at 5° C. Reaction was quenched with Et3NHCO3 buffer and separated by RP-HPLC from 0 to 100% B, buffer A—water, buffer B—CH3CN. The major peak was collected, c... The reactants are Clc1nc(Nc2cc[nH]n2)cc2ccccc12, Cc1ccc(B(O)O)cc1. The product is Cc1ccc(-c2nc(Nc3cc[nH]n3)cc3ccccc23)cc1. RXN SMILES: [Cl:1][c:2]1[n:3][c:4]([NH:12][c:13]2[n:14][nH:15][cH:16][cH:17]2)[cH:5][c:6]2[cH:7][cH:8][cH:9][cH:10][c:11]12.[c:18]1([CH3:27])[cH:19][cH:20][c:21]([B:24]([OH:25])[OH:26])[cH:22][cH:23]1>>[c:2]1(-[c:21]2[cH:20][cH:19][c:18]([CH3:27])[cH:23][cH:22]2)[n:3][c:4]([NH:12][c:13]2[n:14][nH:15][cH:16][cH:17]2)[cH:5][c:6]2[cH:7][cH:8][cH:9][cH:10][c:11]12.